From a dataset of the Open Reaction Database (ORD), a public repository of structured organic reaction records. describe an organic reaction: reactants, conditions, products, and yield Reactants: N1(C=NC=C1)C[C@H](C1=CC=CC=C1)OC1=C(C=2CCCC(C2C=C1)=O)CSC1=CC=C(C(=O)O)C=C1 (4-{[(2-{[(1S)-2-(1H-imidazol-1-yl)-1-phenylethyl]oxy}-5-oxo-5,6,7,8-tetrahydro-1-naphthalenyl)methyl]sulfanyl}benzoic acid), C(C1=CC=CO1)N (furfurylamine). The product is O1C(=CC=C1)CNC(C1=CC=C(C=C1)SCC1=C(C=CC=2C(CCCC12)=O)O[C@H](CN1C=NC=C1)C1=CC=CC=C1)=O (N-(2-Furylmethyl)-4-{[(2-{[(1S)-2-(1H-imidazol-1-yl)-1-phenylethyl]oxy-}-5-oxo-5,6,7,8-tetrahydro-1-naphthalenyl)methyl]sulfanyl}benzamide). The yield is 96.9%. RXN SMILES: [N:1]1([CH2:6][C@@H:7]([O:14][C:15]2[CH:24]=[CH:23][C:22]3[C:21](=[O:25])[CH2:20][CH2:19][CH2:18][C:17]=3[C:16]=2[CH2:26][S:27][C:28]2[CH:36]=[CH:35][C:31]([C:32]([OH:34])=O)=[CH:30][CH:29]=2)[C:8]2[CH:13]=[CH:12][CH:11]=[CH:10][CH:9]=2)[CH:5]=[CH:4][N:3]=[CH:2]1.[CH2:37]([NH2:43])[C:38]1[O:42][CH:41]=[CH:40][CH:39]=1>>[O:42]1[CH:41]=[CH:40][CH:39]=[C:38]1[CH2:37][NH:43][C:32](=[O:34])[C:31]1[CH:35]=[CH:36][C:28]([S:27][CH2:26][C:16]2[C:17]3[CH2:18][CH2:19][CH2:20][C:21](=[O:25])[C:22]=3[CH:23]=[CH:24][C:15]=2[O:14][C@@H:7]([C:8]2[CH:9]=[CH:10][CH:11]=[CH:12][CH:13]=2)[CH2:6][N:1]2[CH:5]=[CH:4][N:3]=[CH:2]2)=[CH:29][CH:30]=1. Procedure details: Using the method in Example 172, 4-{[(2-{[(1S)-2-(1H-imidazol-1-yl)-1-phenylethyl]oxy}-5-oxo-5,6,7,8-tetrahydro-1-naphthalenyl)methyl]sulfanyl}benzoic acid (50 mg, 0.10 mmol, 0.20M in DMF) and furfurylamine (29 mg, 0.30 mmol, 0.6M in DMF) were combined to give 56 mg of the desired compound: Low resolution mass spectrum (LC-MS, APCI) m/z 578 [M+H]+.